This data is from the Open Reaction Database (ORD), a public repository of structured organic reaction records. The task is: describe an organic reaction: reactants, conditions, products, and yield Starting materials: ClC1=CC=C(C=C1)N1N=C2C=C(C=CC2=C1NC1CCCCC1)F ([2-(4-chloro-phenyl)-6-fluoro-2H-indazol-3-yl]-cyclohexyl-amine), C1(CCCCC1)N=C=O (cyclohexylisocyanate). Solvent: C1(=CC=CC=C1)C (toluene). The product is ClC1=CC=C(C=C1)N1N=C2C=C(C=CC2=C1N(C(=O)NC1CCCCC1)C1CCCCC1)F (1-[2-(4-Chloro-phenyl)-6-fluoro-2H-indazol-3-yl]-1,3-dicyclohexyl-urea). Reaction SMILES: [Cl:1][C:2]1[CH:7]=[CH:6][C:5]([N:8]2[C:16]([NH:17][CH:18]3[CH2:23][CH2:22][CH2:21][CH2:20][CH2:19]3)=[C:15]3[C:10]([CH:11]=[C:12]([F:24])[CH:13]=[CH:14]3)=[N:9]2)=[CH:4][CH:3]=1.[CH:25]1([N:31]=[C:32]=[O:33])[CH2:30][CH2:29][CH2:28][CH2:27][CH2:26]1>C1(C)C=CC=CC=1>[Cl:1][C:2]1[CH:3]=[CH:4][C:5]([N:8]2[C:16]([N:17]([CH:18]3[CH2:23][CH2:22][CH2:21][CH2:20][CH2:19]3)[C:32]([NH:31][CH:25]3[CH2:30][CH2:29][CH2:28][CH2:27][CH2:26]3)=[O:33])=[C:15]3[C:10]([CH:11]=[C:12]([F:24])[CH:13]=[CH:14]3)=[N:9]2)=[CH:6][CH:7]=1. Procedure: In analogy to the procedure described in example 1.2, [2-(4-chloro-phenyl)-6-fluoro-2H-indazol-3-yl]-cyclohexyl-amine was reacted with cyclohexylisocyanate ([3173-53-3]) in toluene for 5 days under reflux conditions to give the title compound as off-white solid. MS: m/e=469.4 [M+H+]. The reactants are [OH-].[Na+] (sodium hydroxide), CO (methanol), C1(=CC=CC=C1)C (toluene), C(C)(=O)SCC(=O)N(C(C[N+](=O)[O-])C)C (2-(acetylthio)-N-methyl-N-(1-nitro-2-propyl)acetamide). Run in O (water). Reaction conditions: time 5 minute. Yields the product N(O)=C1SCC(N(C1C)C)=O (2-oximino-3,4-dimethyltetrahydro-1,4-thiazin-5-one). The yield is 29.2%. Reaction SMILES: [OH-].[Na+].CO.C1(C)C=CC=CC=1.C([S:15][CH2:16][C:17]([N:19]([CH3:26])[CH:20]([CH3:25])[CH2:21][N+:22]([O-])=[O:23])=[O:18])(=O)C>O>[N:22](=[C:21]1[CH:20]([CH3:25])[N:19]([CH3:26])[C:17](=[O:18])[CH2:16][S:15]1)[OH:23] |f:0.1|. Procedure details: A solution of 5.6 g of sodium hydroxide, 100 ml of methanol and 100 ml of toluene was charged into a flask and stirred vigorously while adding 23 g of 2-(acetylthio)-N-methyl-N-(1-nitro-2-propyl)acetamide, over a 5 minute period at 30°-40° C. The reaction mixture was stirred at 40° C for 8 hours, then stirred overnight at room temperature. The mixture was stripped of solvents under reduced pressure. The solid residue was dissolved in 200 ml of water. The mixture was filtered and the filtrate was... Starting materials: C[N+]1(CCOCC1)[O-] (4-methylmorpholine-N-oxide), ClC=1C=C(C=CC1Cl)C(CC(=O)N1C=CC2=CC=CC=C12)CCO (1-[3-(3,4-dichlorophenyl)-5-hydroxy-1-oxopentyl]-1H-indole), 4A. Reagents/catalysts: CCC[N+](CCC)(CCC)CCC.[O-][Ru](=O)(=O)=O (TPAP). Solvent: C(Cl)Cl (CH2Cl2). Run at time 2 hour. Yields the product ClC=1C=C(C=CC1Cl)C(CC(=O)N1C=CC2=CC=CC=C12)CC=O (1-[3-(3,4-dichlorophenyl)-1,5-dioxopentyl]-1H-indole). Isolated yield 22.0%. RXN SMILES: [Cl:1][C:2]1[CH:3]=[C:4]([CH:9]([CH2:22][CH2:23][OH:24])[CH2:10][C:11]([N:13]2[C:21]3[C:16](=[CH:17][CH:18]=[CH:19][CH:20]=3)[CH:15]=[CH:14]2)=[O:12])[CH:5]=[CH:6][C:7]=1[Cl:8].C[N+]1([O-])CCOCC1>C(Cl)Cl.CCC[N+](CCC)(CCC)CCC.[O-][Ru](=O)(=O)=O>[Cl:1][C:2]1[CH:3]=[C:4]([CH:9]([CH2:22][CH:23]=[O:24])[CH2:10][C:11]([N:13]2[C:21]3[C:16](=[CH:17][CH:18]=[CH:19][CH:20]=3)[CH:15]=[CH:14]2)=[O:12])[CH:5]=[CH:6][C:7]=1[Cl:8] |f:3.4|. Procedure: A mixture of 1-[3-(3,4-dichlorophenyl)-5-hydroxy-1-oxopentyl]-1H-indole (4.25 g) and molecular sieves (4A, 2.75 g) in CH2Cl2 (40 mL) and was treated with TPAP (50 mg) and 4-methylmorpholine-N-oxide (2.75 mg) and stirred at room temperture for 2 hours. The reaction mixture was filtered through a pad of silica gel rinsed with EtOAc (100 mL) and concentrated under reduced pressure to yield an oil. Silica gel chromatography eluting with 50-75% EtOAc/Hexanes gave the desired title compound (930 mg). Reactants: C(C)(C)(C)OC(=O)N(C(OC(C)(C)C)=O)C1=NC=C(N=C1C=1OC(=NN1)C1=CC=CC=C1)C1=CCC2(OCCO2)CC1 (tert-butyl N-tert-butoxycarbonyl-N-[5-(1,4-dioxaspiro[4.5]dec-7-en-8-yl)-3-(5-phenyl-1,3,4-oxadiazol-2-yl)pyrazin-2-yl]carbamate), CC(=O)O (AcOH), O (H2O), [OH-].[Na+] (NaOH). The solvent is CCOC(=O)C (EtOAc). Yields the product NC=1N=CC(=NC1C=1OC(=NN1)C1=CC=CC=C1)C1=CCC(CC1)=O (4-[5-amino-6-(5-phenyl-1,3,4-oxadiazol-2-yl)pyrazin-2-yl]cyclohex-3-en-1-one). Yield: 82.0%. Reaction SMILES: C(OC([N:8]([C:16]1[C:21]([C:22]2[O:23][C:24]([C:27]3[CH:32]=[CH:31][CH:30]=[CH:29][CH:28]=3)=[N:25][N:26]=2)=[N:20][C:19]([C:33]2[CH2:42][CH2:41][C:36]3(OCC[O:37]3)[CH2:35][CH:34]=2)=[CH:18][N:17]=1)C(=O)OC(C)(C)C)=O)(C)(C)C.CC(O)=O.O.[OH-].[Na+]>CCOC(C)=O>[NH2:8][C:16]1[N:17]=[CH:18][C:19]([C:33]2[CH2:42][CH2:41][C:36](=[O:37])[CH2:35][CH:34]=2)=[N:20][C:21]=1[C:22]1[O:23][C:24]([C:27]2[CH:32]=[CH:31][CH:30]=[CH:29][CH:28]=2)=[N:25][N:26]=1 |f:3.4|. Reported procedure: A solution of tert-butyl N-tert-butoxycarbonyl-N-[5-(1,4-dioxaspiro[4.5]dec-7-en-8-yl)-3-(5-phenyl-1,3,4-oxadiazol-2-yl)pyrazin-2-yl]carbamate in (40 mg, 0.069 mmol) AcOH (832 mg, 788 μL, 13.85 mmol) and H2O (50 mg, 50 μL, 2.8 mmol) was heated at 80° C. for 2 h. The reaction mixture was diluted with 10 ml of EtOAc and pH was adjusted to 8 with 1N NaOH. The reaction mixture was washed with 20 ml of NaHCO3. The layers were separated and the organic layer was washed with brine, dried over Na2SO4, f... Reactants: CC(C)=O, CCN(C(C)C)C(C)C, Cc1nc(C)n(-c2ccc(Nc3n[nH]c(C(CCCCCl)c4ccc(OCC(F)F)cc4)n3)cc2F)n1, O=C(O)C(F)(F)F, [I-], [Na+]. Product: Cc1nc(C)n(-c2ccc(Nc3nc4n(n3)CCCCC4c3ccc(OCC(F)F)cc3)cc2F)n1, O=C(O)C(F)(F)F. As a reaction SMILES: [CH3:56][C:57](=[O:58])[CH3:59].[CH:40]([N:41]([CH:42]([CH3:43])[CH3:44])[CH2:45][CH3:46])([CH3:47])[CH3:48].[Cl:1][CH2:2][CH2:3][CH2:4][CH2:5][CH:6]([c:7]1[cH:8][cH:9][c:10]([O:13][CH2:14][CH:15]([F:16])[F:17])[cH:11][cH:12]1)[c:18]1[n:19][c:20]([NH:23][c:24]2[cH:25][c:26]([F:37])[c:27](-[n:30]3[n:31][c:32]([CH3:36])[n:33][c:34]3[CH3:35])[cH:28][cH:29]2)[n:21][nH:22]1.[F:49][C:50]([C:51](=[O:52])[OH:53])([F:54])[F:55].[I-:39].[Na+:38]>>[CH2:2]1[CH2:3][CH2:4][CH2:5][CH:6]([c:7]2[cH:8][cH:9][c:10]([O:13][CH2:14][CH:15]([F:16])[F:17])[cH:11][cH:12]2)[c:18]2[n:19][c:20]([NH:23][c:24]3[cH:25][c:26]([F:37])[c:27](-[n:30]4[n:31][c:32]([CH3:36])[n:33][c:34]4[CH3:35])[cH:28][cH:29]3)[n:21][n:22]21.[F:49][C:50]([C:51](=[O:52])[OH:53])([F:54])[F:55]. Reactants: O[C@@H]1C[C@H](NC1)C(=O)O (trans-4-hydroxy-L-proline), O1CCCC1 (tetrahydrofuran), B(F)(F)F.CCOCC (boron trifluoride etherate), O (water), O1CCCC1 (THF). The solvent is C(=O)O (formic acid), C=O (formaldehyde). Conditions: temperature 0 celsius. Yields the product O[C@@H]1C[C@H](N(C1)C)CO ((2S, 4R)-4-hydroxy-1-methyl-2-pyrrolidinemethanol). The yield is 54.5%. As a reaction SMILES: O.[OH:2][C@H:3]1[CH2:7][NH:6][C@H:5]([C:8]([OH:10])=O)[CH2:4]1.O1CCC[CH2:12]1.B(F)(F)F.CCOCC>C=O.C(O)=O>[OH:2][C@H:3]1[CH2:7][N:6]([CH3:12])[C@H:5]([CH2:8][OH:10])[CH2:4]1 |f:3.4|. Reported procedure: A 2-L three-necked, round-bottomed flask was equipped with a mechanical stirrer, heating mantel, 250-mL graduated additional funnel, and an 8-in., air-cooled vigreux column topped with a water-cooled distillation head and a 1-L receiving flask. The assembly was flushed with nitrogen and charged with trans-4-hydroxy-L-proline (100 g, 0.76 mol) and tetrahydrofuran (THF, 1.2 L), and boron trifluoride etherate (123.9 g, 0.88 mol). The mixture was heated at a rate sufficient to cause the THF to reflu...